This data is from the Open Reaction Database (ORD), a public repository of structured organic reaction records. The task is: describe an organic reaction: reactants, conditions, products, and yield The reactants are CCOC(=O)C(=O)OCC, Cc1c(Cl)ccc(OCc2ccccc2)c1[N+](=O)[O-], CC[O-], CCOCC, Cl, [K+]. RXN SMILES: [C:1]([C:2]([O:4][CH2:3][CH3:5])=[O:6])(=[O:7])[O:8][CH2:9][CH3:10].[CH2:15]([c:16]1[cH:17][cH:18][cH:19][cH:20][cH:21]1)[O:22][c:23]1[c:24]([N+:31](=[O:32])[O-:33])[c:25]([CH3:30])[c:26]([Cl:29])[cH:27][cH:28]1.[CH3:11][CH2:12][O-:13].[CH3:35][CH2:36][O:37][CH2:38][CH3:39].[ClH:34].[K+:14]>>[C:1]([C:2](=[O:4])[CH2:30][c:25]1[c:24]([N+:31](=[O:32])[O-:33])[c:23]([O:22][CH2:15][c:16]2[cH:17][cH:18][cH:19][cH:20][cH:21]2)[cH:28][cH:27][c:26]1[Cl:29])(=[O:7])[O:8][CH2:9][CH3:10]. Yields the product CCOC(=O)C(=O)Cc1c(Cl)ccc(OCc2ccccc2)c1[N+](=O)[O-]. The reactants are BrC=1C=C(C=C(C1)C(N(C)C)=O)C#CCCCCCC=1C(=C(OCCCC(=O)O)C=CC1)CCC(=O)O (4-[3-[7-(3-bromo-5-dimethylcarbamoyl-phenyl)-hept-6-ynyl]-2-(2-carboxy-ethyl)-phenoxy]-butyric acid), O (H2O), C1OC=2C=C(C=CC2O1)B(O)O (3,4-methylenedioxyphenylboronic acid), C([O-])([O-])=O.[K+].[K+] (potassium carbonate). The reagents and catalysts are C=1C=CC(=CC1)[P](C=2C=CC=CC2)(C=3C=CC=CC3)[Pd]([P](C=4C=CC=CC4)(C=5C=CC=CC5)C=6C=CC=CC6)([P](C=7C=CC=CC7)(C=8C=CC=CC8)C=9C=CC=CC9)[P](C=1C=CC=CC1)(C=1C=CC=CC1)C=1C=CC=CC1 (Pd(PPh3)4). Solvent: CCO (EtOH). Run at temperature 78 celsius. Yields the product O1COC2=C1C=CC(=C2)C=2C=C(C=C(C2)C(N(C)C)=O)C#CCCCCCC=2C(=C(OCCCC(=O)O)C=CC2)CCC(=O)O (4-[3-[7-(3-Benzo[1,3]dioxol-5-yl-5-dimethylcarbamoyl-phenyl)-hept-6-ynyl]-2-(2-carboxy-ethyl)-phenoxy]-butyric acid). As a reaction SMILES: Br[C:2]1[CH:3]=[C:4]([C:13]#[C:14][CH2:15][CH2:16][CH2:17][CH2:18][CH2:19][C:20]2[C:21]([CH2:33][CH2:34][C:35]([OH:37])=[O:36])=[C:22]([CH:30]=[CH:31][CH:32]=2)[O:23][CH2:24][CH2:25][CH2:26][C:27]([OH:29])=[O:28])[CH:5]=[C:6]([C:8](=[O:12])[N:9]([CH3:11])[CH3:10])[CH:7]=1.O.[CH2:39]1[O:47][C:46]2[CH:45]=[CH:44][C:43](B(O)O)=[CH:42][C:41]=2[O:40]1.C(=O)([O-])[O-].[K+].[K+]>CCO.C1C=CC([P]([Pd]([P](C2C=CC=CC=2)(C2C=CC=CC=2)C2C=CC=CC=2)([P](C2C=CC=CC=2)(C2C=CC=CC=2)C2C=CC=CC=2)[P](C2C=CC=CC=2)(C2C=CC=CC=2)C2C=CC=CC=2)(C2C=CC=CC=2)C2C=CC=CC=2)=CC=1>[O:40]1[C:41]2[CH:42]=[CH:43][C:44]([C:2]3[CH:3]=[C:4]([C:13]#[C:14][CH2:15][CH2:16][CH2:17][CH2:18][CH2:19][C:20]4[C:21]([CH2:33][CH2:34][C:35]([OH:37])=[O:36])=[C:22]([CH:30]=[CH:31][CH:32]=4)[O:23][CH2:24][CH2:25][CH2:26][C:27]([OH:29])=[O:28])[CH:5]=[C:6]([C:8](=[O:12])[N:9]([CH3:11])[CH3:10])[CH:7]=3)=[CH:45][C:46]=2[O:47][CH2:39]1 |f:3.4.5,^1:63,65,84,103|. Reported procedure: To a solution of 4-[3-[7-(3-bromo-5-dimethylcarbamoyl-phenyl)-hept-6-ynyl]-2-(2-carboxy-ethyl)-phenoxy]-butyric acid (100 mg, 0.17 mmol) in EtOH (4 mL)/H2O (1 mL) were added 3,4-methylenedioxyphenylboronic acid (58 mg, 0.35 mmol), potassium carbonate (100 mg, 0.7 mmol) and Pd(PPh3)4 (5 mg, 0.004 mmol). The mixture was heated at 78° C. for 5 h and then cooled to room temperature. The reaction mixture was filtered using a syringe filter 0.45 μm and the filtrate concentrated under reduced pressure.... Reactants: FC1=C(C=CC(=C1)F)N1C=C(C(C2=CC(=C(N=C12)N1CC(CC1)N1N=NC=C1)F)=O)C(=O)OCC (ethyl 1-(2,4-difluorophenyl) -6-fluoro-7-[3-(1,2,3-triazol-1-yl)pyrrolidin-1-yl]-1,4-dihydro-4-oxo-1,8-naphthyridine-3-carboxylate), C1CCOC1 (THF), [OH-].[Na+] (NaOH). Solvent: O (water). The product is FC1=C(C=CC(=C1)F)N1C=C(C(C2=CC(=C(N=C12)N1CC(CC1)N1N=NC=C1)F)=O)C(=O)O (1-(2,4-Difluorophenyl)-6-fluoro-7-[3-(1,2,3-triazol-1-yl)pyrrolidin-1-yl]-1,4-dihydro-4-oxo-1,8-naphthyridine-3-carboxylic acid). As a reaction SMILES: [F:1][C:2]1[CH:7]=[C:6]([F:8])[CH:5]=[CH:4][C:3]=1[N:9]1[C:18]2[C:13](=[CH:14][C:15]([F:29])=[C:16]([N:19]3[CH2:23][CH2:22][CH:21]([N:24]4[CH:28]=[CH:27][N:26]=[N:25]4)[CH2:20]3)[N:17]=2)[C:12](=[O:30])[C:11]([C:31]([O:33]CC)=[O:32])=[CH:10]1.C1COCC1.[OH-].[Na+]>O>[F:1][C:2]1[CH:7]=[C:6]([F:8])[CH:5]=[CH:4][C:3]=1[N:9]1[C:18]2[C:13](=[CH:14][C:15]([F:29])=[C:16]([N:19]3[CH2:23][CH2:22][CH:21]([N:24]4[CH:28]=[CH:27][N:26]=[N:25]4)[CH2:20]3)[N:17]=2)[C:12](=[O:30])[C:11]([C:31]([OH:33])=[O:32])=[CH:10]1 |f:2.3|. Procedure details: A mixture of crude ethyl 1-(2,4-difluorophenyl) -6-fluoro-7-[3-(1,2,3-triazol-1-yl)pyrrolidin-1-yl]-1,4-dihydro-4-oxo-1,8-naphthyridine-3-carboxylate (150 mg, 0.31 mmol), THF (15 ml), NaOH (20 mg, 1.5 mmol) and water (15 ml) was heated under reflux for 3 h, cooled and the THF was evaporated. The residue was diluted with water, aqueous solution was acidified and the precipitated yellow solid was filtered, washed with water, dried in vac-oven at 50° C. This solid was washed with ether to get the p... Reactants: CO, [Cl-], O=C(OCc1ccccc1)N1CCC2CC(=O)C(Cl)(Cl)C21, [NH4+], [Zn]. Yields the product O=C1CC2CCN(C(=O)OCc3ccccc3)C2C1. As a reaction SMILES: [CH3:24][OH:25].[Cl-:22].[Cl:1][C:2]1([Cl:21])[C:3](=[O:20])[CH2:4][CH:5]2[CH:6]1[N:7]([C:10](=[O:11])[O:12][CH2:13][c:14]1[cH:15][cH:16][cH:17][cH:18][cH:19]1)[CH2:8][CH2:9]2.[NH4+:23].[Zn:26]>>[CH2:2]1[C:3](=[O:20])[CH2:4][CH:5]2[CH:6]1[N:7]([C:10](=[O:11])[O:12][CH2:13][c:14]1[cH:15][cH:16][cH:17][cH:18][cH:19]1)[CH2:8][CH2:9]2. Starting materials: FC=1C=C(C=CC1)CC(C)=O (m-fluorophenyl-2-propanone), FC1=CC=CC=C1 (fluorobenzene), BrBr (bromine). Conditions: time 1 hour. The product is FC=1C=C(C=CC1)C(C(C)=O)C1=CC=C(C=C1)F (1-(m-Fluorophenyl)-1-(p-fluorophenyl)-2-propanone). Reaction SMILES: [F:1][C:2]1[CH:3]=[C:4]([CH2:8][C:9](=[O:11])[CH3:10])[CH:5]=[CH:6][CH:7]=1.[F:12][C:13]1[CH:18]=[CH:17][CH:16]=[CH:15][CH:14]=1.BrBr>>[F:1][C:2]1[CH:3]=[C:4]([CH:8]([C:16]2[CH:17]=[CH:18][C:13]([F:12])=[CH:14][CH:15]=2)[C:9](=[O:11])[CH3:10])[CH:5]=[CH:6][CH:7]=1. Procedure details: A solution of 16.5 g. of m-fluorophenyl-2-propanone [Z. Eckstein and J. Plenkiewicz, Rocznik. Chem., 37, 907 (1963)] in 70 ml. of fluorobenzene is cooled and stirred as 5.5 ml. of bromine are added dropwise. Argon gas is bubbled through the mixture for one hour. The solution is then added dropwise to a mixture of 29.6 g. of aluminum chloride and 70 ml. of fluorobenzene, stirred at 80°-90° C. Stirring is continued at this temperature for one hour then the mixture is poured into ice and 45 ml. of ... Starting materials: NC=1C(=NC(=CC1)OCC1=CC=CC=C1)NC (3-amino-6-benzyloxy-2-methylaminopyridine), C(CO)(=O)O (glycolic acid). Product: C(C1=CC=CC=C1)OC1=CC=C2C(=N1)N(C(=N2)CO)C (5-Benzyloxy-2-hydroxymethyl-3-methyl-3H-imidazo[4,5-b]pyridine). Yield: 46.5%. Reaction SMILES: [NH2:1][C:2]1[C:3]([NH:16][CH3:17])=[N:4][C:5]([O:8][CH2:9][C:10]2[CH:15]=[CH:14][CH:13]=[CH:12][CH:11]=2)=[CH:6][CH:7]=1.[C:18]([OH:22])(=O)[CH2:19]O>>[CH2:9]([O:8][C:5]1[N:4]=[C:3]2[N:16]([CH3:17])[C:19]([CH2:18][OH:22])=[N:1][C:2]2=[CH:7][CH:6]=1)[C:10]1[CH:11]=[CH:12][CH:13]=[CH:14][CH:15]=1. Procedure details: A procedure similar to that described in Preparation 43 was repeated, except that 7.50 g of 3-amino-6-benzyloxy-2-methylaminopyridine (prepared as described in Preparation 93) and 7.46 g of glycolic acid were reacted. After working up the product as described in Preparation 43 , the resulting crude product was purifying by column chromatography through silica gel, using a 10:1 by volume mixture of ethyl acetate and methanol as the eluent, and was then crystallized by trituration with ethyl aceta... Starting materials: ClC1=CC(=C(C=C1)N1C(N(C(=CC1=O)C(F)(F)F)C)=O)O (4-chloro-2-hydroxyphenyl-1-methyl-6-trifluoromethyluracil), O (water), C([O-])([O-])=O.[K+].[K+] (potassium carbonate), C(C#C)Br (propargyl bromide). The solvent is CN(C=O)C (N,N-dimethylformamide). Reaction conditions: temperature 70 celsius, time 2 hour. The product is ClC1=CC(=C(C=C1)N1C(N(C(=CC1=O)C(F)(F)F)C)=O)OCC#C (3-(4-chloro-2-propargyloxyphenyl)-1-methyl-6-trifluoromethyluracil). Yield: 89.0%. Reaction SMILES: [Cl:1][C:2]1[CH:7]=[CH:6][C:5]([N:8]2[C:13](=[O:14])[CH:12]=[C:11]([C:15]([F:18])([F:17])[F:16])[N:10]([CH3:19])[C:9]2=[O:20])=[C:4]([OH:21])[CH:3]=1.C(=O)([O-])[O-].[K+].[K+].[CH2:28](Br)[C:29]#[CH:30].O>CN(C)C=O>[Cl:1][C:2]1[CH:7]=[CH:6][C:5]([N:8]2[C:13](=[O:14])[CH:12]=[C:11]([C:15]([F:18])([F:16])[F:17])[N:10]([CH3:19])[C:9]2=[O:20])=[C:4]([O:21][CH2:30][C:29]#[CH:28])[CH:3]=1 |f:1.2.3|. Reported procedure: 22.6 g (70.5 mmol) of 3-(4-chloro-2-hydroxyphenyl-1-methyl-6-trifluoromethyluracil and 14.5 g (105.1 mmol) of potassium carbonate were suspended in 150 ml of N,N-dimethylformamide, and 11.2 g (94.1 mmol) of propargyl bromide was dropwise added thereto at room temperature. After stirring at 70° C. for 2 hours, the reaction solution was poured into water and extracted with ethyl acetate. The organic layer was washed sequentially with water and a saturated sodium chloride aqueous solution and then,... Starting materials: O=C(O)Cc1csc(NC(=O)c2ccc(Cl)cc2)n1, Cl, Cl, C1CSC(N2CCNCC2)=N1. Product: O=C(Nc1nc(CC(=O)N2CCN(C3=NCCS3)CC2)cs1)c1ccc(Cl)cc1. As a reaction SMILES: [Cl:1][c:2]1[cH:3][cH:4][c:5]([C:6](=[O:7])[NH:8][c:9]2[s:10][cH:11][c:12]([CH2:14][C:15](=[O:16])[OH:17])[n:13]2)[cH:18][cH:19]1.[ClH:20].[ClH:21].[N:22]1([C:28]2=[N:32][CH2:31][CH2:30][S:29]2)[CH2:23][CH2:24][NH:25][CH2:26][CH2:27]1>>[Cl:1][c:2]1[cH:3][cH:4][c:5]([C:6](=[O:7])[NH:8][c:9]2[s:10][cH:11][c:12]([CH2:14][C:15](=[O:17])[N:25]3[CH2:24][CH2:23][N:22]([C:28]4=[N:32][CH2:31][CH2:30][S:29]4)[CH2:27][CH2:26]3)[n:13]2)[cH:18][cH:19]1. The reactants are Cl, [N-]=[N+]=NCC1Cc2ccc3ccccc3c2O1. Yields the product NCC1Cc2ccc3ccccc3c2O1. RXN SMILES: [ClH:18].[N:1](=[N+:2]=[N-:3])[CH2:4][CH:5]1[CH2:6][c:7]2[c:8]([c:10]3[cH:11][cH:12][cH:13][cH:14][c:15]3[cH:16][cH:17]2)[O:9]1>>[NH2:1][CH2:4][CH:5]1[CH2:6][c:7]2[c:8]([c:10]3[cH:11][cH:12][cH:13][cH:14][c:15]3[cH:16][cH:17]2)[O:9]1.